From a dataset of the Open Reaction Database (ORD), a public repository of structured organic reaction records. describe an organic reaction: reactants, conditions, products, and yield Reactants: C([O-])([O-])=O.[K+].[K+] (potassium carbonate), ClC1=C(C=CC=C1)C1CC(=NN1)C1CC1 (5-(2-chlorophenyl)-3-cyclopropyl-4,5-dihydro-1H-pyrazole), A2. Run in C(CO)O (ethylene glycol). Run at temperature 100 celsius, time 2 hour. The product is ClC1=C(C=CC=C1)C1C(C1)C1CC1 (2-(2-chlorophenyl)bicyclopropyl). Yield: 89.8%. As a reaction SMILES: C(=O)([O-])[O-].[K+].[K+].[Cl:7][C:8]1[CH:13]=[CH:12][CH:11]=[CH:10][C:9]=1[CH:14]1NN=[C:16]([CH:19]2[CH2:21][CH2:20]2)[CH2:15]1>C(O)CO>[Cl:7][C:8]1[CH:13]=[CH:12][CH:11]=[CH:10][C:9]=1[CH:14]1[CH2:15][CH:16]1[CH:19]1[CH2:21][CH2:20]1 |f:0.1.2|. Procedure details: To a solution of 50 g (0.36 mol) of potassium carbonate in 600 g of ethylene glycol there are added at 190° C., in the course of 2 hours, 201.5 g of 5-(2-chlorophenyl)-3-cyclopropyl-4,5-dihydro-1H-pyrazole, prepared as described under A2. Stirring is then carried out for 2 hours at 190° C. The end of the reaction is indicated by cessation of the evolution of gas. The reaction mixture is then cooled to 100° C., whereupon phase separation occurs and the upper, product phase is separated off. 158 g... Starting materials: C(=O)C1=CC=CC=2CCOC21 (7-formyl-2,3-dihydrobenzofuran), ClC=1C(C(=C(C(C1Cl)=O)C#N)C#N)=O (2,3-dichloro-5,6-dicyanocyclohexa-2,5-diene-1,4-dione), [OH-].[Na+] (sodium hydroxide). The solvent is O1CCOCC1 (dioxane). Product: C(=O)C1=CC=CC=2C=COC21 (7-formylbenzofuran), oil. The yield is 23.0%. As a reaction SMILES: [CH:1]([C:3]1[C:11]2[O:10][CH2:9][CH2:8][C:7]=2[CH:6]=[CH:5][CH:4]=1)=[O:2].ClC1C(=O)C(C#N)=C(C#N)C(=O)C=1Cl.[OH-].[Na+]>O1CCOCC1>[CH:1]([C:3]1[C:11]2[O:10][CH:9]=[CH:8][C:7]=2[CH:6]=[CH:5][CH:4]=1)=[O:2] |f:2.3|. Reported procedure: 0.950 g (6.4 mmol) of 7-formyl-2,3-dihydrobenzofuran, 1.82 g (8 mmol) of 2,3-dichloro-5,6-dicyanocyclohexa-2,5-diene-1,4-dione (DDQ) and 30 ml of dioxane are introduced into a 100 ml three-necked flask equipped with a reflux condenser. Heating is carried out at reflux for 24 hours. 100 ml of a molar sodium hydroxide solution are added and extraction is carried out with ethyl ether (3×80 ml). The organic phases are combined, dried and concentrated under vacuum. The residue is purified by silica f... Reaction SMILES: [C:35](=[O:36])([O-:37])[O-:38].[CH3:41][OH:42].[F:1][C:2]([c:3]1[cH:4][cH:5][c:6]([CH2:7][O:8][C:9](=[O:10])[N:11]2[CH2:12][CH:13]([c:17]3[cH:18][c:19]([O:24][CH2:25][C:26](=[O:27])[O:28][CH2:29][CH3:30])[c:20]([CH3:23])[cH:21][cH:22]3)[CH2:14][CH2:15][CH2:16]2)[cH:31][cH:32]1)([F:33])[F:34].[K+:39].[K+:40].[OH2:43]>>[F:1][C:2]([c:3]1[cH:4][cH:5][c:6]([CH2:7][O:8][C:9](=[O:10])[N:11]2[CH2:12][CH:13]([c:17]3[cH:18][c:19]([O:24][CH2:25][C:26](=[O:27])[OH:28])[c:20]([CH3:23])[cH:21][cH:22]3)[CH2:14][CH2:15][CH2:16]2)[cH:31][cH:32]1)([F:33])[F:34]. Product: Cc1ccc(C2CCCN(C(=O)OCc3ccc(C(F)(F)F)cc3)C2)cc1OCC(=O)O. The reactants are O=C([O-])[O-], CO, CCOC(=O)COc1cc(C2CCCN(C(=O)OCc3ccc(C(F)(F)F)cc3)C2)ccc1C, [K+], [K+], O. The reactants are OCC(CO)(CO)CO (pentaerythritol), isopropylated triphenyl phosphate, P(=O)(Cl)(Cl)Cl (phosphorus oxychloride). The solvent is CC(C)C1=CC=C(C=C1)OP(=O)(OC2=CC=CC=C2)OC3=CC=CC=C3.CC(C)C1=CC(=CC=C1)OP(=O)(OC2=CC=CC=C2)OC3=CC=CC=C3.CC(C)C1=CC=CC=C1OP(=O)(OC2=CC=CC=C2)OC3=CC=CC=C3 (PHOSFLEX 41P). Conditions: temperature 100 celsius. The product is C1C2(COP(=O)(O1)OC2)CO (pentaerythritol phosphate alcohol). The yield is 75.0%. As a reaction SMILES: [OH:1][CH2:2][C:3]([CH2:8][OH:9])([CH2:6][OH:7])[CH2:4][OH:5].[P:10](Cl)(Cl)(Cl)=[O:11]>CC(C1C=CC(OP(OC2C=CC=CC=2)(OC2C=CC=CC=2)=O)=CC=1)C.CC(C1C=CC=C(OP(OC2C=CC=CC=2)(OC2C=CC=CC=2)=O)C=1)C.CC(C1C(OP(OC2C=CC=CC=2)(OC2C=CC=CC=2)=O)=CC=CC=1)C>[CH2:4]1[O:5][P:10]2([O:7][CH2:6][C:3]1([CH2:8][OH:9])[CH2:2][O:1]2)=[O:11] |f:2.3.4|. Procedure details: In a 250 mL four-necked reaction flask fitted with a mechanical stirrer, pot thermometer, addition funnel, and condenser with gas outlet were placed 42.5 g (0.313 mole) of pentaerythritol and 150 mL of PHOSFLEX 41P brand of isopropylated triphenyl phosphate under nitrogen. The mixture was stirred and heated at 95° C. as 49.2 g (0.321 mole) of phosphorus oxychloride was added dropwise over five hours. The resulting white slurry was heated to 100° C. with a nitrogen gas sparge for eight hours to r... Reactants: CCCCP(CCCC)CCCC, C1CCOC1, CCOC(C)=O, OC1CCCCCC1, O=C(O)N=NC(=O)O, C1CCNCC1, C1CCNCC1, O, N#Cc1ccc(O)cc1. Product: N#Cc1ccc(OC2CCCCCC2)cc1. Reaction SMILES: [CH2:18]([P:19]([CH2:20][CH2:21][CH2:22][CH3:23])[CH2:24][CH2:25][CH2:26][CH3:27])[CH2:28][CH2:29][CH3:30].[CH2:58]1[O:59][CH2:60][CH2:61][CH2:62]1.[CH3:51][CH2:52][O:53][C:54]([CH3:55])=[O:56].[CH:10]1([OH:17])[CH2:11][CH2:12][CH2:13][CH2:14][CH2:15][CH2:16]1.[N:43]([C:44]([OH:45])=[O:46])=[N:47][C:48]([OH:49])=[O:50].[NH:31]1[CH2:32][CH2:33][CH2:34][CH2:35][CH2:36]1.[NH:37]1[CH2:38][CH2:39][CH2:40][CH2:41][CH2:42]1.[OH2:57].[OH:1][c:2]1[cH:3][cH:4][c:5]([C:8]#[N:9])[cH:6][cH:7]1>>[O:1]([c:2]1[cH:3][cH:4][c:5]([C:8]#[N:9])[cH:6][cH:7]1)[CH:10]1[CH2:11][CH2:12][CH2:13][CH2:14][CH2:15][CH2:16]1. Starting materials: CCCCCCCOc1ccc(-c2ncc(C#N)c(Cl)n2)cc1, C1COCCO1, [Zn]. Yields the product CCCCCCCOc1ccc(-c2ncc(C#N)cn2)cc1. RXN SMILES: [Cl:1][c:2]1[n:3][c:4](-[c:10]2[cH:11][cH:12][c:13]([O:16][CH2:17][CH2:18][CH2:19][CH2:20][CH2:21][CH2:22][CH3:23])[cH:14][cH:15]2)[n:5][cH:6][c:7]1[C:8]#[N:9].[O:25]1[CH2:26][CH2:27][O:28][CH2:29][CH2:30]1.[Zn:24]>>[cH:2]1[n:3][c:4](-[c:10]2[cH:11][cH:12][c:13]([O:16][CH2:17][CH2:18][CH2:19][CH2:20][CH2:21][CH2:22][CH3:23])[cH:14][cH:15]2)[n:5][cH:6][c:7]1[C:8]#[N:9].